This data is from the Open Reaction Database (ORD), a public repository of structured organic reaction records. The task is: describe an organic reaction: reactants, conditions, products, and yield Reported procedure: To an acetic acid (20.0 mL) solution of 2-fluoro-4-(5-fluoro-pyridin-2-ylmethoxy)-benzaldehyde (901 mg, 3.62 mmol) described in Manufacturing Example 96-1-1 were added nitromethane (1.10 g, 18.1 mmol) and ammonium acetate (558 mg, 7.24 mmol) under nitrogen atmosphere, which was stirred for 2 hours at 110° C. Water and ethyl acetate were added to the reaction mixture, and the organic layer was extracted with ethyl acetate. The organic layer was washed with water and saturated aqueous sodium chlor... Isolated yield 94.5%. Conditions: temperature 110 celsius, time 2 hour. As a reaction SMILES: C(O)(=O)C.[F:5][C:6]1[CH:13]=[C:12]([O:14][CH2:15][C:16]2[CH:21]=[CH:20][C:19]([F:22])=[CH:18][N:17]=2)[CH:11]=[CH:10][C:7]=1[CH:8]=O.[N+:23]([CH3:26])([O-:25])=[O:24].C([O-])(=O)C.[NH4+]>C(OCC)(=O)C.O>[F:22][C:19]1[CH:20]=[CH:21][C:16]([CH2:15][O:14][C:12]2[CH:11]=[CH:10][C:7](/[CH:8]=[CH:26]/[N+:23]([O-:25])=[O:24])=[C:6]([F:5])[CH:13]=2)=[N:17][CH:18]=1 |f:3.4|. The solvent is C(C)(=O)OCC (ethyl acetate), O (Water). Yields the product FC=1C=CC(=NC1)COC1=CC(=C(C=C1)\C=C\[N+](=O)[O-])F (5-Fluoro-2-(3-fluoro-4-((E)-2-nitro-vinyl)-phenoxymethyl)-pyridine). The reactants are C(C)(=O)O (acetic acid), FC1=C(C=O)C=CC(=C1)OCC1=NC=C(C=C1)F (2-fluoro-4-(5-fluoro-pyridin-2-ylmethoxy)-benzaldehyde), [N+](=O)([O-])C (nitromethane), C(C)(=O)[O-].[NH4+] (ammonium acetate). The reactants are NC=1C=C2C=3CC(CCC3NC2=CC1)N(C)C (6-amino-3-(dimethyl)amino-1,2,3,4-tetrahydro-9H-carbazole), CC1=C(SC=C1)C(=O)O (3-methylthiophene-2-carboxylic acid). Product: CC1=C(SC=C1)C(=O)NC=1C=C2C=3CC(CCC3NC2=CC1)N(C)C (6-(3-methylthien-2-oyl)amino-3-(dimethyl)amino-1,2,3,4-tetrahydro-9H-carbazole). RXN SMILES: [NH2:1][C:2]1[CH:3]=[C:4]2[C:12](=[CH:13][CH:14]=1)[NH:11][C:10]1[CH2:9][CH2:8][CH:7]([N:15]([CH3:17])[CH3:16])[CH2:6][C:5]2=1.[CH3:18][C:19]1[CH:23]=[CH:22][S:21][C:20]=1[C:24](O)=[O:25]>>[CH3:18][C:19]1[CH:23]=[CH:22][S:21][C:20]=1[C:24]([NH:1][C:2]1[CH:3]=[C:4]2[C:12](=[CH:13][CH:14]=1)[NH:11][C:10]1[CH2:9][CH2:8][CH:7]([N:15]([CH3:17])[CH3:16])[CH2:6][C:5]2=1)=[O:25]. Procedure: Beginning with 8.7 mg (0.038 mMol) 6-amino-3-(dimethyl)amino-1,2,3,4-tetrahydro-9H-carbazole and 12 mg (0.084 mMol) 3-methylthiophene-2-carboxylic acid, the title compound was recovered as a beige solid. Reactants: NC1=C(C=CC=C1)S (2-amino-thiophenol), N1=C(C=CC=C1C)C (2,6-lutidine), chloroform dry ice, CC(C)(OC(=O)NC(C(=O)OC)=C)C (2-[[(1,1-dimethylethoxy)carbonyl]amino]-2-propenoic acid, methyl ester). Run in C(Cl)Cl (methylene chloride). Run at time 16 hour. The product is NC1=C(C=CC=C1)SC[C@H](NC(=O)OC(C)(C)C)C(=O)OC (S-(2-Aminophenyl)-N-[(1,1-dimethylethoxy)carbonyl]-L-cysteine, methyl ester). RXN SMILES: [NH2:1][C:2]1[CH:7]=[CH:6][CH:5]=[CH:4][C:3]=1[SH:8].N1C(C)=CC=CC=1C.[CH3:17][C:18]([CH3:30])([O:20][C:21]([NH:23][C:24](=[CH2:29])[C:25]([O:27][CH3:28])=[O:26])=[O:22])[CH3:19]>C(Cl)Cl>[NH2:1][C:2]1[CH:7]=[CH:6][CH:5]=[CH:4][C:3]=1[S:8][CH2:29][C@@H:24]([C:25]([O:27][CH3:28])=[O:26])[NH:23][C:21]([O:20][C:18]([CH3:30])([CH3:17])[CH3:19])=[O:22]. Reported procedure: To a mixture of 2-amino-thiophenol (1.9 g., 15.4 mmole), methylene chloride (15 ml.), and 2,6-lutidine (1.8 ml., 1.0 eq.) at -20° (chloroform dry ice) is added 2-[[(1,1-dimethylethoxy)carbonyl]amino]-2-propenoic acid, methyl ester (3.0 g., 1.0 eq.) dropwise over 5 minutes. After one hour the cooling bath is removed and the reaction mixture is stirred for an additional 16 hours. The reaction mixture is diluted with ethyl acetate and washed with saturated sodium bicarbonate, water, brine, dried (M... Reaction SMILES: [CH2:12]([CH3:13])[I:14].[CH2:1]([CH3:2])[O:3][C:4]([CH:5]1[NH:6][C:7](=[O:10])[CH2:8][CH2:9]1)=[O:11].[Cl-:17].[H-:15].[NH4+:18].[Na+:16].[O:19]1[CH2:20][CH2:21][CH2:22][CH2:23]1>>[CH2:1]([CH3:2])[O:3][C:4]([CH:5]1[N:6]([CH2:12][CH3:13])[C:7](=[O:10])[CH2:8][CH2:9]1)=[O:11]. Product: CCOC(=O)C1CCC(=O)N1CC. Reactants: CCI, CCOC(=O)C1CCC(=O)N1, [Cl-], [H-], [NH4+], [Na+], C1CCOC1. The reactants are FC(C(=O)O)(F)F (Trifluoroacetic acid), C(Cl)Cl (methylene chloride), C(C)(C)(C)OC(N[C@@H]([C@@H](C)O[Si](C1=CC=CC=C1)(C1=CC=CC=C1)C(C)(C)C)C1=CC(=C(C(=C1)F)F)F)=O ([(1R,2R)-2-tert-butyldiphenylsilanyloxy-1-(3,4,5-trifluorophenyl)propyl]carbamic acid tert-butyl ester), C(O)([O-])=O.[Na+] (sodium hydrogencarbonate). Solvent: C(C)(=O)OCC (ethyl acetate). Reaction conditions: time 11 hour. Yields the product [Si](C1=CC=CC=C1)(C1=CC=CC=C1)(C(C)(C)C)O[C@@H]([C@@H](C1=CC(=C(C(=C1)F)F)F)N)C ((1R,2R)-2-tert-butyldiphenylsilanyloxy-1-(3,4,5-trifluorophenyl)propylamine). Yield: 91.1%. As a reaction SMILES: FC(F)(F)C(O)=O.C(Cl)Cl.C(OC(=O)[NH:17][C@H:18]([C:39]1[CH:44]=[C:43]([F:45])[C:42]([F:46])=[C:41]([F:47])[CH:40]=1)[C@H:19]([O:21][Si:22]([C:35]([CH3:38])([CH3:37])[CH3:36])([C:29]1[CH:34]=[CH:33][CH:32]=[CH:31][CH:30]=1)[C:23]1[CH:28]=[CH:27][CH:26]=[CH:25][CH:24]=1)[CH3:20])(C)(C)C.C(=O)([O-])O.[Na+]>C(OCC)(=O)C>[Si:22]([O:21][C@H:19]([CH3:20])[C@H:18]([NH2:17])[C:39]1[CH:44]=[C:43]([F:45])[C:42]([F:46])=[C:41]([F:47])[CH:40]=1)([C:35]([CH3:36])([CH3:37])[CH3:38])([C:29]1[CH:34]=[CH:33][CH:32]=[CH:31][CH:30]=1)[C:23]1[CH:24]=[CH:25][CH:26]=[CH:27][CH:28]=1 |f:3.4|. Reported procedure: Trifluoroacetic acid (0.5 mL) was added to a methylene chloride solution (2 mL) of [(1R,2R)-2-tert-butyldiphenylsilanyloxy-1-(3,4,5-trifluorophenyl)propyl]carbamic acid tert-butyl ester (370 mg). This reaction solution was stirred at room temperature for 11 hr. To this reaction solution, a saturated sodium hydrogencarbonate aqueous solution and ethyl acetate were added. The organic layer was separated, washed with a saturated sodium hydrogencarbonate aqueous solution and then with saturated sali... The reactants are C(=O)C1=CC=C(CO)O1 (5-formylfurfuryl alcohol), C1(=CC=C(C=C1)S(=O)(=O)C[N+]#[C-])C (p-toluenesulfonylmethyl isocyanide), C([O-])([O-])=O.[K+].[K+] (potassium carbonate), CCCCCC.C(C)(=O)OCC (hexane ethyl acetate). The solvent is CO (methanol). Product: OCC1=CC=C(O1)C1=CN=CO1 (5-(5-hydroxymethyl-2-furyl)oxazole). Yield: 66.2%. Reaction SMILES: [CH:1]([C:3]1[O:9][C:6]([CH2:7][OH:8])=[CH:5][CH:4]=1)=[O:2].C1(C)C=CC(S([CH2:19][N+:20]#[C-:21])(=O)=O)=CC=1.C(=O)([O-])[O-].[K+].[K+].CCCCCC.C(OCC)(=O)C>CO>[OH:8][CH2:7][C:6]1[O:9][C:3]([C:1]2[O:2][CH:21]=[N:20][CH:19]=2)=[CH:4][CH:5]=1 |f:2.3.4,5.6|. Reported procedure: 300 mg of 5-formylfurfuryl alcohol see Japanese Laid-Open Patent Publication No. 154758/1979 was dissolved in 10 ml of methanol, and 502 mg of p-toluenesulfonylmethyl isocyanide and 329 mg of potassium carbonate were added. The mixture was heated under reflux for 1 hour. The reaction mixture was concentrated under reduced pressure, and the residue was dissolved in a mixture of water and ethyl acetate. The organic layer was separated, and dried over anhydrous magnesium sulfate. The desiccant was ... The yield is 72.2%. Yields the product C1(CCCC1)C=1C(=CC=C2C=NC(NC12)=O)OC (8-Cyclopentyl-7-methoxy-1H-quinazolin-2-one). The reactants are NC1=NC2=C(C(=CC=C2C=N1)OC)C1CCCC1 (2-amino-8-cyclopentyl-7-methoxyquinazoline), N(=O)[O-].[Na+] (sodium nitrite), N (ammonia). Reaction conditions: temperature 0 celsius, time 18 hour. Procedure details: To a solution of 2-amino-8-cyclopentyl-7-methoxyquinazoline (1.38 g,) in tetrafluoroboric acid (30 mL), sodium nitrite solution (1.16 g in 10 mL of water) was added dropwise at 0° C. The reaction mixture was stirred at 0° C. for 1 hour and at room temperature for 18 hours. The reaction mixture was cooled in a ice bath and neutralized with 30% ammonia solution. The product was extracted with ethyl acetate (3×50 mL), combined organic extract was washed with brine and dried over anhydrous sodium su... As a reaction SMILES: N[C:2]1[N:11]=[CH:10][C:9]2[C:4](=[C:5]([CH:14]3[CH2:18][CH2:17][CH2:16][CH2:15]3)[C:6]([O:12][CH3:13])=[CH:7][CH:8]=2)[N:3]=1.N([O-])=[O:20].[Na+].N>F[B-](F)(F)F.[H+]>[CH:14]1([C:5]2[C:6]([O:12][CH3:13])=[CH:7][CH:8]=[C:9]3[C:4]=2[NH:3][C:2](=[O:20])[N:11]=[CH:10]3)[CH2:18][CH2:17][CH2:16][CH2:15]1 |f:1.2,4.5|. Run in F[B-](F)(F)F.[H+] (tetrafluoroboric acid). Reactants: BrC1=CC(=C(C(=O)N(CC)CC)C=C1)F (4-bromo-N,N-diethyl-2-fluorobenzamide), C([O-])([O-])=O.[K+].[K+] (potassium carbonate), C(C)[Zn]CC (diethylzinc), solution, ClCCl (dichloromethane). The reagents and catalysts are C1=CC=C(C=C1)P([C-]2C=CC=C2)C3=CC=CC=C3.C1=CC=C(C=C1)P([C-]2C=CC=C2)C3=CC=CC=C3.Cl[Pd]Cl.[Fe+2] ([1,1′-bis(diphenylphosphino)ferrocene]dichloropalladium). Solvent: C(C)(=O)OCC (ethyl acetate), CN(C)C=O (DMF), C1(=CC=CC=C1)C (toluene). Conditions: temperature 80 celsius, time 3 hour. The product is C(C)N(C(C1=C(C=C(C=C1)CC)F)=O)CC (N,N,4-Triethyl-2-fluorobenzamide). Isolated yield 88.0%. RXN SMILES: Br[C:2]1[CH:14]=[CH:13][C:5]([C:6]([N:8]([CH2:11][CH3:12])[CH2:9][CH3:10])=[O:7])=[C:4]([F:15])[CH:3]=1.C(=O)([O-])[O-].[K+].[K+].[CH2:22]([Zn]CC)[CH3:23].ClCCl>CN(C=O)C.C1(C)C=CC=CC=1.C(OCC)(=O)C.C1C=CC(P(C2C=CC=CC=2)[C-]2C=CC=C2)=CC=1.C1C=CC(P(C2C=CC=CC=2)[C-]2C=CC=C2)=CC=1.Cl[Pd]Cl.[Fe+2]>[CH2:9]([N:8]([CH2:11][CH3:12])[C:6](=[O:7])[C:5]1[CH:13]=[CH:14][C:2]([CH2:22][CH3:23])=[CH:3][C:4]=1[F:15])[CH3:10] |f:1.2.3,9.10.11.12|. Reported procedure: To a solution of 4-bromo-N,N-diethyl-2-fluorobenzamide (5.12 g, 18.9 mmol) in 100 mL of DMF was added potassium carbonate (6.45 g, 46.7 mmol) and diethylzinc (25.5 mL of a 1.1 M solution in toluene, 28.02 mmol). The solution was degassed with a stream of argon and then there was added [1,1′-bis(diphenylphosphino)ferrocene]dichloropalladium (II) complex with dichloromethane (1:1) (305 mg, 0.37 mmol). The reaction mixture was allowed to stir at 80° C. for 3 h. The reaction mixture was allowed to c... The reactants are N(N)C1=NC2=CC=CC=C2C(N1C1=CC(=CC=C1)OC(C)C)=O (2-Hydrazino-3-(3-isopropoxy-phenyl)-3H-quinazolin-4-one), [H][H] (hydrogen). Reagents/catalysts: [Ni] (Ni), [Ni] (Ni). Run in CO.C1CCOC1 (methanol THF). Reaction conditions: time 40 hour. Yields the product NC1=NC2=CC=CC=C2C(N1C1=CC(=CC=C1)OC(C)C)=O (2-Amino-3-(3-isopropoxy-phenyl)-3H-quinazolin-4-one). Reaction SMILES: [NH:1]([C:3]1[N:12]([C:13]2[CH:18]=[CH:17][CH:16]=[C:15]([O:19][CH:20]([CH3:22])[CH3:21])[CH:14]=2)[C:11](=[O:23])[C:10]2[C:5](=[CH:6][CH:7]=[CH:8][CH:9]=2)[N:4]=1)N.[H][H]>CO.C1COCC1.[Ni]>[NH2:1][C:3]1[N:12]([C:13]2[CH:18]=[CH:17][CH:16]=[C:15]([O:19][CH:20]([CH3:21])[CH3:22])[CH:14]=2)[C:11](=[O:23])[C:10]2[C:5](=[CH:6][CH:7]=[CH:8][CH:9]=2)[N:4]=1 |f:2.3|. Reported procedure: A solution of 2-Hydrazino-3-(3-isopropoxy-phenyl)-3H-quinazolin-4-one (2.5g, 8.0 mmol) in 100 mL methanol-THF (1:1) was treated with Raney Ni (2.0), and resulting suspension was subjected to atmosphere of hydrogen at 52.0 psi for 30 hours with agitation at temperature of 50° C. An additional 1.0 g of Raney Ni was added and reaction was continued for additional 40 hours at 50° C. The mixture was then filtered through celite, and the solvent was removed in vacuo to give the title compound as a red... Reactants: C(C)OC(=O)[C@@H]1CN(CC[C@H]1N[C@H](C)C1=CC=CC=C1)C(=O)OC(C)(C)C ((3R,4R)-4-[(R)-1-phenyl-ethylamino]-piperidine-1,3-dicarboxylic acid 1-tert-butyl ester 3-ethyl ester). Reagents/catalysts: [OH-].[Pd+2].[OH-] (Palladium hydroxide). Run in C(C)O (ethanol). Reaction conditions: time 20.5 hour. The product is C(C)OC(=O)[C@@H]1CN(CC[C@H]1N)C(=O)OC(C)(C)C ((3R,4R)-4-aminopiperidine-1,3-dicarboxylic acid 1-tert-butyl ester 3-ethyl ester). The yield is 98.9%. As a reaction SMILES: [CH2:1]([O:3][C:4]([C@H:6]1[C@H:11]([NH:12][C@@H](C2C=CC=CC=2)C)[CH2:10][CH2:9][N:8]([C:21]([O:23][C:24]([CH3:27])([CH3:26])[CH3:25])=[O:22])[CH2:7]1)=[O:5])[CH3:2]>[OH-].[Pd+2].[OH-].C(O)C>[CH2:1]([O:3][C:4]([C@H:6]1[C@H:11]([NH2:12])[CH2:10][CH2:9][N:8]([C:21]([O:23][C:24]([CH3:25])([CH3:27])[CH3:26])=[O:22])[CH2:7]1)=[O:5])[CH3:2] |f:1.2.3|. Procedure: In a dry 500-mL Paar flask charged with Palladium hydroxide (20 wt % Pd, dry basis, on carbon, 1.50 g) was added ethanol (75 mL) and (3R,4R)-4-[(R)-1-phenyl-ethylamino]-piperidine-1,3-dicarboxylic acid 1-tert-butyl ester 3-ethyl ester (4.30 g, 11.4 mmol). The reaction mixture was hydrogenated at 53 psi for 20.5 hours with vigorous shaking. The reaction mixture was filtered through a plug of celite. The plug was washed with 20 mL of ethanol and the combined filtrates were concentrated in vacuo to...